Dataset: the Open Reaction Database (ORD), a public repository of structured organic reaction records. Task: describe an organic reaction: reactants, conditions, products, and yield Reactants: CS(=O)(=O)N (Methanesulphonamide), N12CCCCCC2=NCCC1 (1,8-diazabicyclo[5.4.0]undec-7-ene), CC1=CC=C(C=C1)C=1C(=C(C(=O)[O-])C=C(C1OC=1C=NC(=C(C1)C(F)(F)F)OCC(C(F)F)(F)F)Cl)F (4-methylphenyl-5-chloro-4-(6-(2,2,3,3-tetrafluoropropoxy)-5-(trifluoromethyl)pyridin-3-yloxy)-2-fluorobenzoate). Run in C(C)#N (acetonitrile). Conditions: time 18 hour. Yields the product ClC=1C(=CC(=C(C(=O)NS(=O)(=O)C)C1)F)OC=1C=NC(=C(C1)C(F)(F)F)OCC(C(F)F)(F)F (5-Chloro-2-fluoro-N-(methylsulfonyl)-4-(6-(2,2,3,3-tetrafluoropropoxy)-5-(trifluoromethyl)pyridin-3-yloxy)benzamide). Isolated yield 64.9%. Reaction SMILES: [CH3:1][S:2]([NH2:5])(=[O:4])=[O:3].N12CCCN=C1CCCCC2.CC1C=CC([C:24]2[C:25]([F:53])=[C:26]([CH:30]=[C:31]([Cl:52])[C:32]=2[O:33][C:34]2[CH:35]=[N:36][C:37]([O:44][CH2:45][C:46]([F:51])([F:50])[CH:47]([F:49])[F:48])=[C:38]([C:40]([F:43])([F:42])[F:41])[CH:39]=2)[C:27]([O-])=[O:28])=CC=1>C(#N)C>[Cl:52][C:31]1[C:32]([O:33][C:34]2[CH:35]=[N:36][C:37]([O:44][CH2:45][C:46]([F:51])([F:50])[CH:47]([F:48])[F:49])=[C:38]([C:40]([F:43])([F:42])[F:41])[CH:39]=2)=[CH:24][C:25]([F:53])=[C:26]([CH:30]=1)[C:27]([NH:5][S:2]([CH3:1])(=[O:4])=[O:3])=[O:28]. Reported procedure: Methanesulphonamide (89.54 mg, 0.94 mmol) and 1,8-diazabicyclo[5.4.0]undec-7-ene (0.15 mL, 1.03 mmol) were added to 4-methylphenyl-5-chloro-4-(6-(2,2,3,3-tetrafluoropropoxy)-5-(trifluoromethyl)pyridin-3-yloxy)-2-fluorobenzoate (Preparation 263, 475 mg, 0.86 mmol) in acetonitrile (5 mL) and the reaction mixture was stirred for 18 hours at room temperature. The reaction was concentrated in vacuo and the residue was partitioned between ethyl acetate and water, the organic layer was separated, dried... The reactants are FC1=C(C=C2C=CC=NC2=C1)CN1N=NC2=NC=C(N=C21)C(C)=O (1-[3-(7-Fluoro-quinolin-6-ylmethyl)-3H-[1,2,3]triazolo[4,5-b]pyrazin-5-yl]-ethanone), Cl.N1C[C@@H](CC1)ON ((R)—O-pyrrolidin-3-yl-hydroxylamine hydrochloride). The product is N1C[C@@H](CC1)O\N=C(/C)\C1=CN=C2C(=N1)N(N=N2)CC=2C=C1C=CC=NC1=CC2F ((R,E)-1-(1-((7-Fluoroquinolin-6-yl)methyl)-1H-[1,2,3]triazolo[4,5-b]pyrazin-6-yl)ethanone O-pyrrolidin-3-yl oxime). The yield is 57.4%. Reaction SMILES: [F:1][C:2]1[CH:11]=[C:10]2[C:5]([CH:6]=[CH:7][CH:8]=[N:9]2)=[CH:4][C:3]=1[CH2:12][N:13]1[C:21]2[C:16](=[N:17][CH:18]=[C:19]([C:22](=O)[CH3:23])[N:20]=2)[N:15]=[N:14]1.Cl.[NH:26]1[CH2:30][CH2:29][C@@H:28]([O:31][NH2:32])[CH2:27]1>>[NH:26]1[CH2:30][CH2:29][C@@H:28]([O:31]/[N:32]=[C:22](/[C:19]2[N:20]=[C:21]3[N:13]([CH2:12][C:3]4[CH:4]=[C:5]5[C:10](=[CH:11][C:2]=4[F:1])[N:9]=[CH:8][CH:7]=[CH:6]5)[N:14]=[N:15][C:16]3=[N:17][CH:18]=2)\[CH3:23])[CH2:27]1 |f:1.2|. Procedure: The title compound (7.0 mg, 50%) was synthesized from 1-[3-(7-fluoro-quinolin-6-ylmethyl)-3H-[1,2,3]triazolo[4,5-b]pyrazin-5-yl]-ethanone (15.4) (10.0 mg, 0.03 mmol) and (R)—O-pyrrolidin-3-yl-hydroxylamine hydrochloride (10.8 mg, 0.06 mmol) using the same procedure as described in the synthesis of example 15. 1H-NMR (400 MHz, DMSO-d6) δ ppm 9.31 (s, 1H), 8.93 (d, 1H), 8.40 (d, 1H), 8.16 (d, 1H), 7.83 (d, 1H), 7.54 (dd, 1H), 6.24 (s, 2H), 4.95 (m, 1H), 3.01-2.87 (m, 3H), 2.74-2.67 (m, 1H), 2.27 (... The reactants are BrB(Br)Br, O=C([O-])[O-], COc1ccc2c(C(=O)Nc3ccc(CN4CCN(C)CC4)c(C(F)(F)F)c3)nsc2c1, CCOC(C)=O, ClCCl, [Na+], [Na+], O. The product is CN1CCN(Cc2ccc(NC(=O)c3nsc4cc(O)ccc34)cc2C(F)(F)F)CC1. As a reaction SMILES: [B:33]([Br:34])([Br:35])[Br:36].[C:38](=[O:39])([O-:40])[O-:41].[CH3:1][N:2]1[CH2:3][CH2:4][N:5]([CH2:8][c:9]2[c:10]([C:29]([F:30])([F:31])[F:32])[cH:11][c:12]([NH:15][C:16](=[O:17])[c:18]3[n:19][s:20][c:21]4[c:22]3[cH:23][cH:24][c:25]([O:27][CH3:28])[cH:26]4)[cH:13][cH:14]2)[CH2:6][CH2:7]1.[CH3:47][CH2:48][O:49][C:50]([CH3:51])=[O:52].[Cl:44][CH2:45][Cl:46].[Na+:42].[Na+:43].[OH2:37]>>[CH3:1][N:2]1[CH2:3][CH2:4][N:5]([CH2:8][c:9]2[c:10]([C:29]([F:30])([F:31])[F:32])[cH:11][c:12]([NH:15][C:16](=[O:17])[c:18]3[n:19][s:20][c:21]4[c:22]3[cH:23][cH:24][c:25]([OH:27])[cH:26]4)[cH:13][cH:14]2)[CH2:6][CH2:7]1. The reactants are Cl (hydrochloric acid), oxime, COC1=C(C=CC=C1)C(C1=C(C=CC(=C1)[N+](=O)[O-])SC)=O (2'-methoxy-2-(methylthio)-5-nitrobenzophenone), C(C)(=O)OC(C)=O (acetic anhydride), N1=CC=CC=C1 (pyridine). The solvent is C(Cl)Cl (methylene chloride), O (water), CO (methanol). The product is COC1=C(C=CC=C1)C1=NSC2=C1C=C(C=C2)[N+](=O)[O-] (3-(o-Methoxyphenyl)-5-nitro-1,2-benzisothiazole). RXN SMILES: [CH3:1][O:2][C:3]1[CH:8]=[CH:7][CH:6]=[CH:5][C:4]=1[C:9](=O)[C:10]1[CH:15]=[C:14]([N+:16]([O-:18])=[O:17])[CH:13]=[CH:12][C:11]=1[S:19]C.C(OC(=O)C)(=O)C.Cl.[N:30]1C=CC=CC=1>CO.O.C(Cl)Cl>[CH3:1][O:2][C:3]1[CH:8]=[CH:7][CH:6]=[CH:5][C:4]=1[C:9]1[C:10]2[CH:15]=[C:14]([N+:16]([O-:18])=[O:17])[CH:13]=[CH:12][C:11]=2[S:19][N:30]=1. Reported procedure: A solution of the oxime of 2'-methoxy-2-(methylthio)-5-nitrobenzophenone (8.3 g, 26.1 mmol) and acetic anhydride (20 mL) in pyridine (150 mL) is refluxed for 5 days, cooled and concentrated in vacuo to obtain a dark solid. A mixture of the solid in methanol is acidified with concentrated hydrochloric acid (pH5), diluted with water and filtered to obtain a solid. A solution of the solid in methylene chloride is passed through a silica gel pad and concentrated in vacuo to give the title product as... Reactants: C1(CC1)C=1C(=NC=C(N1)C1=CC=CC=C1)N (3-cyclopropyl-5-phenylpyrazin-2-amine), OC1=CC=C(C=C1)CC(C(=O)O)=O (3-(4-hydroxyphenyl)-2-oxopropanoic acid). Product: C1(CC1)C1=C2N(C=C(N1)C1=CC=CC=C1)C(C(=N2)CC2=CC=C(C=C2)O)=O (8-cyclopropyl-2-(4-hydroxybenzyl)-6-phenylimidazo[1,2-a]pyrazin-3(7H)-one). RXN SMILES: [CH:1]1([C:4]2[C:5]([NH2:16])=[N:6][CH:7]=[C:8]([C:10]3[CH:15]=[CH:14][CH:13]=[CH:12][CH:11]=3)[N:9]=2)[CH2:3][CH2:2]1.[OH:17][C:18]1[CH:23]=[CH:22][C:21]([CH2:24][C:25](=O)[C:26](O)=[O:27])=[CH:20][CH:19]=1>>[CH:1]1([C:4]2[NH:9][C:8]([C:10]3[CH:11]=[CH:12][CH:13]=[CH:14][CH:15]=3)=[CH:7][N:6]3[C:26](=[O:27])[C:25]([CH2:24][C:21]4[CH:22]=[CH:23][C:18]([OH:17])=[CH:19][CH:20]=4)=[N:16][C:5]=23)[CH2:3][CH2:2]1. Reported procedure: Synthesized using method A with 3-cyclopropyl-5-phenylpyrazin-2-amine and 3-(4-hydroxyphenyl)-2-oxopropanoic acid as starting materials. Exact mass calculated for C22H18N3O2+ m/z−356.14, found m/z−356. Reactants: COCCOC=1C(=CC(=CC1OC)CC=2C=NC(=NC2N)N)OC (Tetroxoprim), COC=1C=C(C=O)C=C(C1OCCOC)OC (3,5-dimethoxy-4-methoxyethoxy-benzaldehyde), NC1=NC(=CC(=N1)N)O (2,4-diamino-6-hydroxy-pyrimidine). Yields the product NC1=NC(C(C(=N1)N)=CC1=CC(=C(C(=C1)OC)OCCOC)OC)=O (2,4-diamino-6-oxo-5-(3,5-dimethoxy-4-methoxyethoxy-benzylidene)-pyrimidine). As a reaction SMILES: [CH3:1][O:2][CH2:3][CH2:4][O:5][C:6]1[C:7]([O:23][CH3:24])=[CH:8][C:9]([CH2:14][C:15]2[CH:16]=[N:17][C:18]([NH2:22])=[N:19][C:20]=2[NH2:21])=[CH:10][C:11]=1[O:12][CH3:13].C[O:26]C1C=C(C=C(OC)C=1OCCOC)C=O.NC1N=C(N)C=C(O)N=1>>[NH2:22][C:18]1[N:19]=[C:20]([NH2:21])[C:15](=[CH:14][C:9]2[CH:10]=[C:11]([O:12][CH3:13])[C:6]([O:5][CH2:4][CH2:3][O:2][CH3:1])=[C:7]([O:23][CH3:24])[CH:8]=2)[C:16](=[O:26])[N:17]=1. Procedure: A process for preparing Tetroxoprim starting from 3,5-dimethoxy-4-methoxyethoxy-benzaldehyde and 2,4-diamino-6-hydroxy-pyrimidine, by successive hydrogenation, halogenation and hydrogenolysis of the 2,4-diamino-6-oxo-5-(3,5-dimethoxy-4-methoxyethoxy-benzylidene)-pyrimidine obtained in the initial reaction. Starting materials: C(C)(=O)C1=C(C=CC=C1)C1=C(C=C(C=C1)C(=O)N1CC=2N(CC3=C1C=CC=C3)C(=CC2)C(=O)NCC=2C=NC=CC2)C (10-[(2′-ACETYL-2-METHYL-1,1′-BIPHENYL-4-YL)CARBONYL]-N-(PYRIDIN-3-YLMETHYL)-10,11-DIHYDRO-5H-PYRROLO[2,1-C][1,4]BENZODIAZEPINE-3-CARBOXAMIDE), [BH4-].[Na+] (sodium borohydride). Run in CC(C)O (2-propanol), O (water). Run at time 24 hour. The product is OC(C)C1=C(C=CC=C1)C1=C(C=C(C=C1)C(=O)N1CC=2N(CC3=C1C=CC=C3)C(=CC2)C(=O)NCC=2C=NC=CC2)C (10-{[2′-(1-HYDROXYETHYL)-2-METHYL-1,1′-BIPHENYL-4-YL]CARBONYL}-N-(PYRIDIN-3-YLMETHYL)-10,11-DIHYDRO-5H-PYRROLO[2,1-C][1,4]BENZODIAZEPINE-3-CARBOXAMIDE). Isolated yield 49.8%. Reaction SMILES: [C:1]([C:4]1[CH:9]=[CH:8][CH:7]=[CH:6][C:5]=1[C:10]1[CH:15]=[CH:14][C:13]([C:16]([N:18]2[C:24]3[CH:25]=[CH:26][CH:27]=[CH:28][C:23]=3[CH2:22][N:21]3[C:29]([C:32]([NH:34][CH2:35][C:36]4[CH:37]=[N:38][CH:39]=[CH:40][CH:41]=4)=[O:33])=[CH:30][CH:31]=[C:20]3[CH2:19]2)=[O:17])=[CH:12][C:11]=1[CH3:42])(=[O:3])[CH3:2].[BH4-].[Na+]>CC(O)C.O>[OH:3][CH:1]([C:4]1[CH:9]=[CH:8][CH:7]=[CH:6][C:5]=1[C:10]1[CH:15]=[CH:14][C:13]([C:16]([N:18]2[C:24]3[CH:25]=[CH:26][CH:27]=[CH:28][C:23]=3[CH2:22][N:21]3[C:29]([C:32]([NH:34][CH2:35][C:36]4[CH:37]=[N:38][CH:39]=[CH:40][CH:41]=4)=[O:33])=[CH:30][CH:31]=[C:20]3[CH2:19]2)=[O:17])=[CH:12][C:11]=1[CH3:42])[CH3:2] |f:1.2|. Procedure: To a solution of 10-[(2′-acetyl-2-methyl-1,1′-biphenyl-4-yl)carbonyl]-N-(pyridin-3-ylmethyl)-10,11-dihydro-5H-pyrrolo[2,1-c][1,4]benzodiazepine-3-carboxamide of Example 29 (0.122 g, 0.220 mmol) in 2-propanol (5 mL) and water (1 mL) was added sodium borohydride (0.0092 mg, 0.242 mmol) and the reaction mixture stirred at room temperature under nitrogen for 24 hours. The reaction was quenched by the addition of 2 M hydrochloric acid (10 mL) and then washed with diethyl ether (20 mL). The aqueous ph... The reactants are BrC=1C=C2C[C@@H](CC2=CC1)N ((R)-5-bromoindan-2-ylamine), C(C)(C)N(CC)C(C)C (diisopropylethylamine), CC(C)([O-])C.[K+] (potassium tert-butoxide), ClCCC1=C(C(=O)Cl)C=CC(=C1)OC[C@H]1OCCC1 (2-(2-chloroethyl)-4-[(S)-1-(tetrahydrofuran-2-yl)methoxy]benzoyl chloride). The solvent is C1CCOC1 (THF). Reaction conditions: time 5 minute. The product is BrC=1C=C2C[C@@H](CC2=CC1)N1C(C2=CC=C(C=C2CC1)OC[C@H]1OCCC1)=O (2-((R)-5-Bromoindan-2-yl)-6-[(S)-1-(tetrahydrofuran-2-yl)methoxy]-3,4-dihydro-2H-isoquinolin-1-one). RXN SMILES: [Br:1][C:2]1[CH:3]=[C:4]2[C:8](=[CH:9][CH:10]=1)[CH2:7][C@@H:6]([NH2:11])[CH2:5]2.C(N(C(C)C)CC)(C)C.Cl[CH2:22][CH2:23][C:24]1[CH:32]=[C:31]([O:33][CH2:34][C@@H:35]2[CH2:39][CH2:38][CH2:37][O:36]2)[CH:30]=[CH:29][C:25]=1[C:26](Cl)=[O:27].CC(C)([O-])C.[K+]>C1COCC1>[Br:1][C:2]1[CH:3]=[C:4]2[C:8](=[CH:9][CH:10]=1)[CH2:7][C@@H:6]([N:11]1[CH2:22][CH2:23][C:24]3[C:25](=[CH:29][CH:30]=[C:31]([O:33][CH2:34][C@@H:35]4[CH2:39][CH2:38][CH2:37][O:36]4)[CH:32]=3)[C:26]1=[O:27])[CH2:5]2 |f:3.4|. Procedure details: A mixture of (R)-5-bromoindan-2-ylamine (hydrochloride, 1.05 g), THF (20 ml) and diisopropylethylamine (1.0 g) was admixed with 2-(2-chloroethyl)-4-[(S)-1-(tetrahydrofuran-2-yl)methoxy]benzoyl chloride (1.28 g; from 6-[(S)-1-(tetrahydrofuran-2-yl)methoxy]-isochroman-1-one by boiling with thionyl chloride). After 5 minutes, potassium tert-butoxide (1.42 g) was added. After 12 hours, the reaction mixture was partitioned between water and ethyl acetate. The organic phase was dried over sodium sulfa... The solvent is C(CO)O (ethylene glycol). Isolated yield 16.0%. Reported procedure: A solution of 2-chloro-6,7-dimethoxy-4-piperidin-1-yl-quinazoline (30.8 mg, 0.10 mmol 1.0 equiv; commercially available) and 1-(3-ethoxy-4-methoxy-benzyl)-piperidin-4-ylamine (39.7 mg, 0.15 mmol, 1.5 equiv; intermediate A1) in ethylene glycol (2 mL) was heated by microwave irradiation to 220° C. for 20 min. Removal of the solvent under reduced pressure and purification by preparative HPLC on reversed phase eluting with a gradient of acetonitrile/water provided 8.7 mg (16%) of the title compound.... The reactants are C(C)OC=1C=C(CN2CCC(CC2)N)C=CC1OC (1-(3-ethoxy-4-methoxy-benzyl)-piperidin-4-ylamine), C(C)OC=1C=C(CN2CCC(CC2)N)C=CC1OC (1-(3-ethoxy-4-methoxy-benzyl)-piperidin-4-ylamine), ClC1=NC2=CC(=C(C=C2C(=N1)N1CCCCC1)OC)OC (2-chloro-6,7-dimethoxy-4-piperidin-1-yl-quinazoline). Yields the product COC=1C=C2C(=NC(=NC2=CC1OC)NC1CCN(CC1)CC1=CC(=C(C=C1)OC)OCC)N1CCCCC1 ((6,7-Dimethoxy-4-piperidin-1-yl-quinazolin-2-yl)-[1-(3-ethoxy-4-methoxy-benzyl)-piperidin-4-yl]-amine). As a reaction SMILES: Cl[C:2]1[N:11]=[C:10]([N:12]2[CH2:17][CH2:16][CH2:15][CH2:14][CH2:13]2)[C:9]2[C:4](=[CH:5][C:6]([O:20][CH3:21])=[C:7]([O:18][CH3:19])[CH:8]=2)[N:3]=1.[CH2:22]([O:24][C:25]1[CH:26]=[C:27]([CH:36]=[CH:37][C:38]=1[O:39][CH3:40])[CH2:28][N:29]1[CH2:34][CH2:33][CH:32]([NH2:35])[CH2:31][CH2:30]1)[CH3:23]>C(O)CO>[CH3:19][O:18][C:7]1[CH:8]=[C:9]2[C:4](=[CH:5][C:6]=1[O:20][CH3:21])[N:3]=[C:2]([NH:35][CH:32]1[CH2:33][CH2:34][N:29]([CH2:28][C:27]3[CH:36]=[CH:37][C:38]([O:39][CH3:40])=[C:25]([O:24][CH2:22][CH3:23])[CH:26]=3)[CH2:30][CH2:31]1)[N:11]=[C:10]2[N:12]1[CH2:17][CH2:16][CH2:15][CH2:14][CH2:13]1. Starting materials: FC=1C=C(C=C(C1)OCC(F)(F)F)C1=CC(=NN1C=1C=NC=CC1)C(=O)N1CSCC1 ({5-[3-Fluoro-5-(2,2,2-trifluoroethoxy)phenyl]-1-(pyridin-3-yl)-1H-pyrazol-3-yl}(1,3-thiazolidin-3-yl)methanone), ClC=1C=C(C=C(C1)F)C1=CC(=NN1C=1C=NC=CC1)C(=O)N1CS(CC1)=O ([5-(3-Chloro-5-fluorophenyl)-1-(pyridin-3-yl)-1H-pyrazol-3-yl](1-oxido-1,3-thiazolidin-3-yl)methanone), ClC1=CC(=CC=C1)C(=O)OO (meta-chloroperbenzoic acid). Product: FC=1C=C(C=C(C1)OCC(F)(F)F)C1=CC(=NN1C=1C=NC=CC1)C(=O)N1CS(CC1)=O ({5-[3-Fluoro-5-(2,2,2-trifluoroethoxy)phenyl]-1-(pyridin-3-yl)-1H-pyrazol-3-yl}(1-oxido-1,3-thiazolidin-3-yl)methanone). Reaction SMILES: [F:1][C:2]1[CH:3]=[C:4]([C:14]2[N:18]([C:19]3[CH:20]=[N:21][CH:22]=[CH:23][CH:24]=3)[N:17]=[C:16]([C:25]([N:27]3[CH2:31][CH2:30][S:29][CH2:28]3)=[O:26])[CH:15]=2)[CH:5]=[C:6]([O:8][CH2:9][C:10]([F:13])([F:12])[F:11])[CH:7]=1.ClC1C=C(C2N(C3C=NC=CC=3)N=C(C(N3CCS(=O)C3)=[O:52])C=2)C=C(F)C=1.ClC1C=CC=C(C(OO)=O)C=1>>[F:1][C:2]1[CH:3]=[C:4]([C:14]2[N:18]([C:19]3[CH:20]=[N:21][CH:22]=[CH:23][CH:24]=3)[N:17]=[C:16]([C:25]([N:27]3[CH2:31][CH2:30][S:29](=[O:52])[CH2:28]3)=[O:26])[CH:15]=2)[CH:5]=[C:6]([O:8][CH2:9][C:10]([F:12])([F:11])[F:13])[CH:7]=1. Procedure: 44 mg (0.10 mmol) of the compound of Example 72 is reacted analogously to the synthesis of the compound of Example 6 with 24 mg (0.10 mmol, 70%) of meta-chloroperbenzoic acid overnight at room temperature. The crude product is filtered over a Millipore spray filter and separated by means of preparative HPLC (mobile solvent: acetonitrile/water gradient). 35 mg (77% of theory) of the title compound is obtained.